From a dataset of the Open Reaction Database (ORD), a public repository of structured organic reaction records. describe an organic reaction: reactants, conditions, products, and yield The reactants are CC1=NOC(=C1NC(CCC1=CC(=CC=C1)C(F)(F)F)C)C1=CC=C(C=C1)B1OC(C(O1)(C)C)(C)C ({3-methyl-5-[4-(4,4,5,5-tetramethyl-[1,3,2]dioxaborolan-2-yl)-phenyl]-isoxazol-4-yl}-[1-methyl-3-(3-trifluoromethyl-phenyl)-propyl]-amine), C(C)OC(C#CC1=CC=C(C=C1)Br)=O ((4-bromo-phenyl)-propynoic acid ethyl ester). The product is C(C)OC(C#CC1=CC=C(C=C1)C1=CC=C(C=C1)C1=C(C(=NO1)C)NC(CCC1=CC(=CC=C1)C(F)(F)F)C)=O ((4′-{3-Methyl-4-[1-methyl-3-(3-trifluoromethyl-phenyl)-propylamino]-isoxazol-5-yl}-biphenyl-4-yl)-propynoic acid ethyl ester). As a reaction SMILES: [CH3:1][C:2]1[C:6]([NH:7][CH:8]([CH3:21])[CH2:9][CH2:10][C:11]2[CH:16]=[CH:15][CH:14]=[C:13]([C:17]([F:20])([F:19])[F:18])[CH:12]=2)=[C:5]([C:22]2[CH:27]=[CH:26][C:25](B3OC(C)(C)C(C)(C)O3)=[CH:24][CH:23]=2)[O:4][N:3]=1.[CH2:37]([O:39][C:40](=[O:50])[C:41]#[C:42][C:43]1[CH:48]=[CH:47][C:46](Br)=[CH:45][CH:44]=1)[CH3:38]>>[CH2:37]([O:39][C:40](=[O:50])[C:41]#[C:42][C:43]1[CH:48]=[CH:47][C:46]([C:25]2[CH:26]=[CH:27][C:22]([C:5]3[O:4][N:3]=[C:2]([CH3:1])[C:6]=3[NH:7][CH:8]([CH3:21])[CH2:9][CH2:10][C:11]3[CH:16]=[CH:15][CH:14]=[C:13]([C:17]([F:19])([F:20])[F:18])[CH:12]=3)=[CH:23][CH:24]=2)=[CH:45][CH:44]=1)[CH3:38]. Reported procedure: Prepared according to the procedure described in Example 1, Step 7, using {3-methyl-5-[4-(4,4,5,5-tetramethyl-[1,3,2]dioxaborolan-2-yl)-phenyl]-isoxazol-4-yl}-[1-methyl-3-(3-trifluoromethyl-phenyl)-propyl]-amine and (4-bromo-phenyl)-propynoic acid ethyl ester.